Dataset: the Open Reaction Database (ORD), a public repository of structured organic reaction records. Task: describe an organic reaction: reactants, conditions, products, and yield Reactants: NiCl2.6H2O, [BH4-].[Na+] (NaBH4), [Si](C)(C)(C(C)(C)C)O[C@H]([C@H](C[C@H](/C=C/C([C@H](C)[C@H]1OC(OC[C@@H]1C)C1=CC=C(C=C1)OC)=O)C)C)[C@H](\C=C/[C@H](C[C@@H]([C@@H](\C=C\COC(C1=CC=CC=C1)(C1=CC=CC=C1)C1=CC=CC=C1)C)O[Si](C)(C)C(C)(C)C)O[Si](C)(C)C(C)(C)C)C ((2R,4E,6R,8S,9R,10S,11Z,13S,15S,16R,17E)-9,13,15-tris(tert-Butyldimethylsilyloxy)-2-((4S,5S)-2-(4-methoxyphenyl)-5-methyl-1,3-dioxan-4-yl)-6,8,10,16-tetramethyl-19-(trityloxy)nonadeca-4,11,17-trien-3-one). Run in CO.C1CCOC1 (MeOH THF). Run at time 1 hour. Yields the product [Si](C)(C)(C(C)(C)C)O[C@H]([C@H](C[C@H](CCC([C@H](C)[C@H]1OC(OC[C@@H]1C)C1=CC=C(C=C1)OC)=O)C)C)[C@H](\C=C/[C@H](C[C@@H]([C@@H](\C=C\COC(C1=CC=CC=C1)(C1=CC=CC=C1)C1=CC=CC=C1)C)O[Si](C)(C)C(C)(C)C)O[Si](C)(C)C(C)(C)C)C ((2R,6S,8S,9R,10S,11Z,13S,15S,16R,17E)-9,13,15-tris(tert-Butyldimethylsilyloxy)-2-((4S,5S)-2-(4-methoxyphenyl)-5-methyl-1,3-dioxan-4-yl)-6,8,10,16-tetramethyl-19-(trityloxy)nonadeca-11,17-dien-3-one). The yield is 75981.3%. RXN SMILES: [BH4-].[Na+].[Si:3]([O:10][C@@H:11]([C@@H:38]([CH3:85])/[CH:39]=[CH:40]\[C@@H:41]([O:77][Si:78]([C:81]([CH3:84])([CH3:83])[CH3:82])([CH3:80])[CH3:79])[CH2:42][C@H:43]([O:69][Si:70]([C:73]([CH3:76])([CH3:75])[CH3:74])([CH3:72])[CH3:71])[C@H:44]([CH3:68])/[CH:45]=[CH:46]/[CH2:47][O:48][C:49]([C:62]1[CH:67]=[CH:66][CH:65]=[CH:64][CH:63]=1)([C:56]1[CH:61]=[CH:60][CH:59]=[CH:58][CH:57]=1)[C:50]1[CH:55]=[CH:54][CH:53]=[CH:52][CH:51]=1)[C@@H:12]([CH3:37])[CH2:13][C@@H:14]([CH3:36])/[CH:15]=[CH:16]/[C:17](=[O:35])[C@@H:18]([C@@H:20]1[C@@H:25]([CH3:26])[CH2:24][O:23][CH:22]([C:27]2[CH:32]=[CH:31][C:30]([O:33][CH3:34])=[CH:29][CH:28]=2)[O:21]1)[CH3:19])([C:6]([CH3:9])([CH3:8])[CH3:7])([CH3:5])[CH3:4]>CO.C1COCC1>[Si:3]([O:10][C@@H:11]([C@@H:38]([CH3:85])/[CH:39]=[CH:40]\[C@@H:41]([O:77][Si:78]([C:81]([CH3:84])([CH3:82])[CH3:83])([CH3:80])[CH3:79])[CH2:42][C@H:43]([O:69][Si:70]([C:73]([CH3:76])([CH3:75])[CH3:74])([CH3:71])[CH3:72])[C@H:44]([CH3:68])/[CH:45]=[CH:46]/[CH2:47][O:48][C:49]([C:50]1[CH:55]=[CH:54][CH:53]=[CH:52][CH:51]=1)([C:62]1[CH:67]=[CH:66][CH:65]=[CH:64][CH:63]=1)[C:56]1[CH:57]=[CH:58][CH:59]=[CH:60][CH:61]=1)[C@@H:12]([CH3:37])[CH2:13][C@@H:14]([CH3:36])[CH2:15][CH2:16][C:17](=[O:35])[C@@H:18]([C@@H:20]1[C@@H:25]([CH3:26])[CH2:24][O:23][CH:22]([C:27]2[CH:28]=[CH:29][C:30]([O:33][CH3:34])=[CH:31][CH:32]=2)[O:21]1)[CH3:19])([C:6]([CH3:7])([CH3:8])[CH3:9])([CH3:4])[CH3:5] |f:0.1,3.4|. Reported procedure: NiCl2.6H2O (0.26 g, 1.09 mmol) then portionwise NaBH4 (0.17 g, 4.49 mmol) were added to a stirred solution of unsaturated ketone 39 (2.60 g, 2.19 μmol) in 80 mL of 3:2 MeOH/THF at 0° C. After 1 h, the reaction mixture was evaporated and filtered through Celite using Et2O (30 mL) as an eluent. The organic phase was concentrated and the residue was purified by flash chromatography (EtOAc/hexane 1:9) to yield 1.98 g of 40 (76%) as a colorless oil: IR (CHCl3) 2955, 2927, 2855, 1711, 1614, 1518, 1461...